This data is from the Open Reaction Database (ORD), a public repository of structured organic reaction records. The task is: describe an organic reaction: reactants, conditions, products, and yield Starting materials: N(=O)[O-].[Na+] (sodium nitrite), NC=1C=C(C(=O)OCC)C=CC1C(F)(F)F (ethyl 3-amino-4-(trifluoromethyl)benzoate), Cl (hydrochloric acid), stannous chloride dihydrate, Cl (hydrochloric acid). Run in O (H2O). Conditions: time 1 hour. The product is Cl.N(N)C=1C=C(C(=O)OCC)C=CC1C(F)(F)F (Ethyl 3-Hydrazino-4-(trifluoromethyl)benzoate hydrochloride). As a reaction SMILES: [NH2:1][C:2]1[CH:3]=[C:4]([CH:10]=[CH:11][C:12]=1[C:13]([F:16])([F:15])[F:14])[C:5]([O:7][CH2:8][CH3:9])=[O:6].[N:17]([O-])=O.[Na+].[ClH:21]>O>[ClH:21].[NH:1]([C:2]1[CH:3]=[C:4]([CH:10]=[CH:11][C:12]=1[C:13]([F:14])([F:15])[F:16])[C:5]([O:7][CH2:8][CH3:9])=[O:6])[NH2:17] |f:1.2,5.6|. Procedure: A mixture of 500 mg (2.15 mmol) of ethyl 3-amino-4-(trifluoromethyl)benzoate (from Step D) and 5 mL of concentrated hydrochloric acid was stirred at 0°-5° C. as a cold solution of 173 mg (2.50 mmol) of sodium nitrite in 0.8 mL of H2O was added. After being stirred at 0°-5° C. for 1 hour, the mixture was filtered while cold, and the filtrate was poured into a solution of 1.02 g (4.5 mmol) of stannous chloride dihydrate in 2 mL of concentrated hydrochloric acid stirred at 0° C. Precipitation occur... Reactants: CCCCc1nc2cnc3ccccc3c2n1N, CC(C)=O, CC(C)O, Cl. Yields the product CCCCc1nc2cnc3ccccc3c2n1N=C(C)C. Reaction SMILES: [CH2:2]([CH2:3][CH2:4][CH3:5])[c:6]1[n:7]([NH2:19])[c:8]2[c:9]([cH:10][n:11][c:12]3[cH:13][cH:14][cH:15][cH:16][c:17]23)[n:18]1.[CH3:20][C:21]([CH3:22])=[O:23].[CH:24]([OH:25])([CH3:26])[CH3:27].[ClH:1]>>[CH2:2]([CH2:3][CH2:4][CH3:5])[c:6]1[n:7]([N:19]=[C:21]([CH3:20])[CH3:22])[c:8]2[c:9]([cH:10][n:11][c:12]3[cH:13][cH:14][cH:15][cH:16][c:17]23)[n:18]1. The reactants are CCO, CCc1ccc(CCl)nc1, Cl, Sc1nc2cc3ccccc3cc2[nH]1. Product: CCc1ccc(CSc2nc3cc4ccccc4cc3[nH]2)nc1. RXN SMILES: [CH3:26][CH2:27][OH:28].[Cl:16][CH2:17][c:18]1[n:19][cH:20][c:21]([CH2:24][CH3:25])[cH:22][cH:23]1.[ClH:15].[nH:1]1[c:2]([SH:14])[n:3][c:4]2[c:5]1[cH:6][c:7]1[cH:8][cH:9][cH:10][cH:11][c:12]1[cH:13]2>>[n:1]1[c:2]([S:14][CH2:17][c:18]2[n:19][cH:20][c:21]([CH2:24][CH3:25])[cH:22][cH:23]2)[nH:3][c:4]2[c:5]1[cH:6][c:7]1[cH:8][cH:9][cH:10][cH:11][c:12]1[cH:13]2. Reactants: [H-].C(C(C)C)[Al+]CC(C)C.C1(=CC=CC=C1)C (diisobutyl aluminium hydride toluene), FC1=C(C#N)C(=CC=C1)I (2-Fluoro-6-iodobenzonitrile), S(O)(O)(=O)=O (sulfuric acid). Run in C1(=CC=CC=C1)C (toluene). Conditions: time 25 minute. Yields the product FC1=C(C=O)C(=CC=C1)I (2-Fluoro-6-iodobenzaldehyde). Yield: 83.0%. RXN SMILES: [F:1][C:2]1[CH:9]=[CH:8][CH:7]=[C:6]([I:10])[C:3]=1[C:4]#N.[H-].C([Al+]CC(C)C)C(C)C.C1(C)C=CC=CC=1.S(=O)(=O)(O)[OH:29]>C1(C)C=CC=CC=1>[F:1][C:2]1[CH:9]=[CH:8][CH:7]=[C:6]([I:10])[C:3]=1[CH:4]=[O:29] |f:1.2.3|. Procedure details: 2-Fluoro-6-iodobenzonitrile (10.274 g) was dissolved in toluene (100 ml), followed by the dropwise addition of 1.5M diisobutyl aluminium hydride/toluene solution (31 ml) in nitrogen atmosphere at −70° C., and the mixture was stirred for 25 min. Subsequently, it was stirred at room temperature for further 45 min. To the mixture was added 5% sulfuric acid, and it was stirred for 1 hr. Sequentially, the resulting solution was extracted with ethyl acetate, and the resulting organic layer was washed ... Reactants: COCCN(CCOCCOCCOCCOCCOCCOCCOC)CCN(C(OCC1=CC=CC=C1)=O)C (Benzyl 23-(2-methoxyethyl)-2,5,8,11,14,17,20-heptaoxa-23-azapentacosan-25-yl(methyl)carbamate). Reagents/catalysts: [Pd] (palladium on carbon). The solvent is CO (methanol). The product is COCCOCCOCCOCCOCCOCCOCCN(CCNC)CCOC (N1-(2,5,8,11,14,17,20-Heptaoxadocosan-22-yl)-N1-(2-methoxyethyl)-N2-methylethane-1,2-diamine). Yield: 95.4%. RXN SMILES: [CH3:1][O:2][CH2:3][CH2:4][N:5]([CH2:28][CH2:29][N:30](C)[C:31](=O)OCC1C=CC=CC=1)[CH2:6][CH2:7][O:8][CH2:9][CH2:10][O:11][CH2:12][CH2:13][O:14][CH2:15][CH2:16][O:17][CH2:18][CH2:19][O:20][CH2:21][CH2:22][O:23][CH2:24][CH2:25][O:26][CH3:27]>[Pd].CO>[CH3:27][O:26][CH2:25][CH2:24][O:23][CH2:22][CH2:21][O:20][CH2:19][CH2:18][O:17][CH2:16][CH2:15][O:14][CH2:13][CH2:12][O:11][CH2:10][CH2:9][O:8][CH2:7][CH2:6][N:5]([CH2:4][CH2:3][O:2][CH3:1])[CH2:28][CH2:29][NH:30][CH3:31]. Procedure details: Benzyl 23-(2-methoxyethyl)-2,5,8,11,14,17,20-heptaoxa-23-azapentacosan-25-yl(methyl)carbamate 335a (2.58 g, 4.38 mmol) and palladium on carbon (10%, wet, 0.6 g) in methanol (30 mL) were stirred under a hydrogen atmosphere (balloon) for 2 hours. The mixture was filtered through celite and evaporated to give product as an oil (1.9 g, 99%); MS (ES, m/z): 455 [M+H]+. Starting materials: O=C1N(C(C2=CC=CC=C12)=O)C(C(=O)OCC[Si](C)(C)C)CC1=C(C=CC=C1)C=C (2-(1,3-dioxo-1,3-dihydro-isoindol-2-yl)-3-(2-vinyl-phenyl)-propionic acid, 2-trimethylsilanyl-ethyl ester), O=[O+][O-] (ozone). The solvent is C(Cl)Cl (methylene chloride), CO (methanol). Conditions: temperature -78 celsius. Yields the product NC1CC2=C(CN(C1=O)C(C(=O)OC(C)(C)C)CC(C)C)C=CC=C2 (2-(4-amino-3-oxo-1,3,4,5-tetrahydro-benzo[c]azepin-2-yl)-4-methyl-valeric acid, tert-butyl ester). The yield is 247.1%. As a reaction SMILES: [O:1]=[C:2]1[C:10]2[C:5](=[CH:6][CH:7]=[CH:8][CH:9]=2)[C:4](=O)[N:3]1[CH:12]([CH2:22][C:23]1[CH:28]=CC=C[C:24]=1C=C)[C:13]([O:15]CC[Si](C)(C)C)=[O:14].O=[O+][O-]>C(Cl)Cl.CO>[NH2:3][CH:2]1[C:2](=[O:1])[N:3]([CH:12]([CH2:22][CH:23]([CH3:24])[CH3:28])[C:13]([O:15][C:23]([CH3:28])([CH3:24])[CH3:22])=[O:14])[CH2:4][C:5]2[CH:6]=[CH:7][CH:8]=[CH:9][C:10]=2[CH2:10]1. Procedure: Dissolve 2-(1,3-dioxo-1,3-dihydro-isoindol-2-yl)-3-(2-vinyl-phenyl)-propionic acid, 2-trimethylsilanyl-ethyl ester (2.61 g, 6.19 mmol) in methylene chloride (70 mL) and methanol (75 mL). Cool to −78° C. and treat with ozone until a blue color persists. Purge with nitrogen and add dimethylsulfide (7 mL) and pyridine (0.35 mL). Allow to warm to room temperature gradually overnight. Partition between methylene chloride (100 mL) and water (40 mL). Extract the aqueous with methylene chloride (50 mL),... Reactants: CC(=O)[O-], CC(=O)[O-], OCC1CCCO1, CCCCCCC, ClCCl, CCOC(=O)C=[N+]=[N-], [Rh+2]. The product is CCOC(=O)COCC1CCCO1. RXN SMILES: [C:26]([O-:27])(=[O:28])[CH3:29].[C:31]([O-:32])(=[O:33])[CH3:34].[CH2:1]([CH:2]1[CH2:3][CH2:4][CH2:5][O:6]1)[OH:7].[CH3:19][CH2:20][CH2:21][CH2:22][CH2:23][CH2:24][CH3:25].[Cl:16][CH2:17][Cl:18].[N+:8](=[N-:9])=[CH:10][C:11](=[O:12])[O:13][CH2:14][CH3:15].[Rh+2:30]>>[CH2:1]([CH:2]1[CH2:3][CH2:4][CH2:5][O:6]1)[O:7][CH2:10][C:11](=[O:12])[O:13][CH2:14][CH3:15]. The reactants are C(CCC)[Sn](\C(=C\C1=CC=CC=C1)\F)(CCCC)CCCC (tributyl-[(E)-1-fluoro-2-phenyl-vinyl]stannane), BrC=1C(=NC=C(N1)C1=CC=C(C=C1)S(=O)(=O)C(C)C)N (3-bromo-5-(4-isopropylsulfonylphenyl)pyrazin-2-amine), cuprous iodide. Reagents/catalysts: [Pd] (palladium). Run in C1CCOC1 (THF). Run at temperature 80 celsius, time 1 hour. Product: F\C(=C/C1=CC=CC=C1)\C=1C(=NC=C(N1)C1=CC=C(C=C1)S(=O)(=O)C(C)C)N ((Z)-3-(1-fluoro-2-phenylvinyl)-5-(4-(isopropylsulfonyl)phenyl)pyrazin-2-amine). The yield is 24.0%. Reaction SMILES: C([Sn](CCCC)(CCCC)/[C:6](/[F:14])=[CH:7]/[C:8]1[CH:13]=[CH:12][CH:11]=[CH:10][CH:9]=1)CCC.Br[C:24]1[C:25]([NH2:42])=[N:26][CH:27]=[C:28]([C:30]2[CH:35]=[CH:34][C:33]([S:36]([CH:39]([CH3:41])[CH3:40])(=[O:38])=[O:37])=[CH:32][CH:31]=2)[N:29]=1>C1COCC1.[Pd]>[F:14]/[C:6](/[C:24]1[C:25]([NH2:42])=[N:26][CH:27]=[C:28]([C:30]2[CH:35]=[CH:34][C:33]([S:36]([CH:39]([CH3:40])[CH3:41])(=[O:37])=[O:38])=[CH:32][CH:31]=2)[N:29]=1)=[CH:7]\[C:8]1[CH:9]=[CH:10][CH:11]=[CH:12][CH:13]=1. Procedure details: tributyl-[(E)-1-fluoro-2-phenyl-vinyl]stannane (190 mg, 0.4621 mmol), 3-bromo-5-(4-isopropylsulfonylphenyl)pyrazin-2-amine (164.6 mg, 0.4621 mmol), palladium (9.835 mg, 0.09242 mmol) and cuprous iodide (83.61 mg, 14.85 μL, 0.4390 mmol) were combined in THF (5 mL) and was stirred at 80° C. for 1 hour under microwave conditions. After this time the mixture was filtered over celite, concentrated in vacuo, and the residue was triturated twice in petroleum ether and dried. This material was purified ...